From a dataset of the Open Reaction Database (ORD), a public repository of structured organic reaction records. describe an organic reaction: reactants, conditions, products, and yield Reactants: C(C)O[Si](CCCN)(C)OCC (3-(diethoxy(methyl)silyl)propylamine), C(C)(C)N=C=NC(C)C (diisopropylcarbodiimide), N=C=N (carbodiimide). The product is C(C)O[Si](CCCNC(=NC(C)C)NC(C)C)(C)OCC (1-(3-(diethoxy(methyl)silyl)propyl)-2,3-diisopropylguanidine). As a reaction SMILES: [CH2:1]([O:3][Si:4]([O:10][CH2:11][CH3:12])([CH3:9])[CH2:5][CH2:6][CH2:7][NH2:8])[CH3:2].[CH:13]([N:16]=[C:17]=[N:18][CH:19]([CH3:21])[CH3:20])([CH3:15])[CH3:14].N=C=N>>[CH2:11]([O:10][Si:4]([O:3][CH2:1][CH3:2])([CH3:9])[CH2:5][CH2:6][CH2:7][NH:8][C:17]([NH:18][CH:19]([CH3:21])[CH3:20])=[N:16][CH:13]([CH3:15])[CH3:14])[CH3:12]. Reported procedure: A mixture of 28.94 g of 3-(diethoxy(methyl)silyl)propylamine (0.151 mol, 20% excess) and of 15.9 g of diisopropylcarbodiimide (0.126 mol) was heated for 9 h at 80° C. (carbodiimide conversion of 97.3%). The reactants are CCOC(=O)C1(C)CC12CCCC(C)(C)C2, CCO, [Na+], [OH-], O. The product is CC1(C)CCCC2(C1)CC2(C)C(=O)O. RXN SMILES: [CH2:1]([CH3:2])[O:3][C:4](=[O:5])[C:6]1([CH3:16])[CH2:7][C:8]12[CH2:9][C:10]([CH3:14])([CH3:15])[CH2:11][CH2:12][CH2:13]2.[CH3:19][CH2:20][OH:21].[Na+:18].[OH-:17].[OH2:22]>>[O:3]=[C:4]([OH:5])[C:6]1([CH3:16])[CH2:7][C:8]12[CH2:9][C:10]([CH3:14])([CH3:15])[CH2:11][CH2:12][CH2:13]2. Starting materials: COC=1C=C(CC2N(CCC3=CC(=C(C=C23)O)OC)CC(=O)NC2CCC3=CC=CC=C23)C=CC1OC (2-[1-(3,4-dimethoxy-benzyl)-7-hydroxy-6-methoxy-3,4-dihydro-1H-isoquinolin-2-yl]-N-(indan-1-yl)-acetamide), CS(=O)(=O)C1=NC(=CC(=N1)OC)OC (2-methane-sulfonyl-4,6-dimethoxy-pyrimidine). Yields the product COC=1C=C(CC2N(CCC3=CC(=C(C=C23)OC2=NC(=CC(=N2)OC)OC)OC)CC(=O)NC2CCC3=CC=CC=C23)C=CC1OC (2-[1-(3,4-dimethoxy-benzyl)-6-methoxy-7-(4,6-dimethoxy-pyrimidin-2-yloxy)-3,4-dihydro-1H-isoquinolin-2-yl]-N-(indan-1-yl)-acetamide). As a reaction SMILES: [CH3:1][O:2][C:3]1[CH:4]=[C:5]([CH:33]=[CH:34][C:35]=1[O:36][CH3:37])[CH2:6][CH:7]1[C:16]2[C:11](=[CH:12][C:13]([O:18][CH3:19])=[C:14]([OH:17])[CH:15]=2)[CH2:10][CH2:9][N:8]1[CH2:20][C:21]([NH:23][CH:24]1[C:32]2[C:27](=[CH:28][CH:29]=[CH:30][CH:31]=2)[CH2:26][CH2:25]1)=[O:22].CS([C:42]1[N:47]=[C:46]([O:48][CH3:49])[CH:45]=[C:44]([O:50][CH3:51])[N:43]=1)(=O)=O>>[CH3:1][O:2][C:3]1[CH:4]=[C:5]([CH:33]=[CH:34][C:35]=1[O:36][CH3:37])[CH2:6][CH:7]1[C:16]2[C:11](=[CH:12][C:13]([O:18][CH3:19])=[C:14]([O:17][C:42]3[N:47]=[C:46]([O:48][CH3:49])[CH:45]=[C:44]([O:50][CH3:51])[N:43]=3)[CH:15]=2)[CH2:10][CH2:9][N:8]1[CH2:20][C:21]([NH:23][CH:24]1[C:32]2[C:27](=[CH:28][CH:29]=[CH:30][CH:31]=2)[CH2:26][CH2:25]1)=[O:22]. Procedure details: prepared by reaction of 2-[1-(3,4-dimethoxy-benzyl)-7-hydroxy-6-methoxy-3,4-dihydro-1H-isoquinolin-2-yl]-N-(indan-1-yl)-acetamide with 2-methane-sulfonyl-4,6-dimethoxy-pyrimidine Starting materials: C1NCCN2C3=C(SC4=C(C21)C=CC=C4)C=CC=C3 (1,3,4,14b-tetrahydro-2H-dibenzo[b,f]pyrazino[1,2-d][1,4]thiazepine), C(C=C)(=O)OCC (ethyl acrylate). Solvent: C(C)O (ethanol). Run at time 24 hour. Product: C(C)OC(CCN1CC2N(C3=C(SC4=C2C=CC=C4)C=CC=C3)CC1)=O (3-(1,3,4,14b-tetrahydro-2H-dibenzo[b,f]pyrazino[1,2-d][1,4]thiazepin-2-yl)propionic acid ethyl ester). RXN SMILES: [CH2:1]1[CH:11]2[N:5]([C:6]3[CH:19]=[CH:18][CH:17]=[CH:16][C:7]=3[S:8][C:9]3[CH:15]=[CH:14][CH:13]=[CH:12][C:10]=32)[CH2:4][CH2:3][NH:2]1.[C:20]([O:24][CH2:25][CH3:26])(=[O:23])[CH:21]=[CH2:22]>C(O)C>[CH2:25]([O:24][C:20](=[O:23])[CH2:21][CH2:22][N:2]1[CH2:3][CH2:4][N:5]2[C:6]3[CH:19]=[CH:18][CH:17]=[CH:16][C:7]=3[S:8][C:9]3[CH:15]=[CH:14][CH:13]=[CH:12][C:10]=3[CH:11]2[CH2:1]1)[CH3:26]. Procedure details: A mixture of 1,3,4,14b-tetrahydro-2H-dibenzo[b,f]pyrazino[1,2-d][1,4]thiazepine (1.5 g, 5.6 mmol), ethyl acrylate (0.61 g, 6.1 mmol) and ethanol (40 ml) was heated at reflux temperature for 5 minutes and then left to stand for 24 h at room temperature, affording crude 3-(1,3,4,14b-tetrahydro-2H-dibenzo[b,f]pyrazino[1,2-d][1,4]thiazepin-2-yl)propionic acid ethyl ester. The reactants are CC(=O)SCC(C)C(=O)N(C1CC1)C(C)C(=O)OC(C)(C)C, COc1ccccc1, O=C(O)C(F)(F)F. Yields the product CC(=O)SCC(C)C(=O)N(C1CC1)C(C)C(=O)O. Reaction SMILES: [C:1]([CH3:2])([CH3:3])([CH3:4])[O:5][C:6]([CH:7]([N:8]([CH:9]1[CH2:10][CH2:11]1)[C:12]([CH:13]([CH2:14][S:15][C:16]([CH3:17])=[O:18])[CH3:19])=[O:20])[CH3:21])=[O:22].[CH3:23][O:24][c:25]1[cH:26][cH:27][cH:28][cH:29][cH:30]1.[OH:31][C:32]([C:33]([F:34])([F:35])[F:36])=[O:37]>>[O:5]=[C:6]([CH:7]([N:8]([CH:9]1[CH2:10][CH2:11]1)[C:12]([CH:13]([CH2:14][S:15][C:16]([CH3:17])=[O:18])[CH3:19])=[O:20])[CH3:21])[OH:22]. Starting materials: CO, CCOCC, COc1ccc(-c2nnc(SC)nc2-c2ccc(OC)cc2)cc1, [Na]. Product: COc1ccc(-c2nnc(OC)nc2-c2ccc(OC)cc2)cc1. As a reaction SMILES: [CH3:26][OH:27].[CH3:28][CH2:29][O:30][CH2:31][CH3:32].[CH3:2][O:3][c:4]1[cH:5][cH:6][c:7](-[c:10]2[n:11][c:12]([S:24][CH3:25])[n:13][n:14][c:15]2-[c:16]2[cH:17][cH:18][c:19]([O:22][CH3:23])[cH:20][cH:21]2)[cH:8][cH:9]1.[Na:1]>>[CH3:2][O:3][c:4]1[cH:5][cH:6][c:7](-[c:10]2[n:11][c:12]([O:27][CH3:26])[n:13][n:14][c:15]2-[c:16]2[cH:17][cH:18][c:19]([O:22][CH3:23])[cH:20][cH:21]2)[cH:8][cH:9]1. The reactants are CCCCc1ccc(C#Cc2ccc(C=O)cc2)cc1, Cc1ccccc1, NCCc1ccc(Cl)cc1, O. Yields the product CCCCc1ccc(C#Cc2ccc(CNCCc3ccc(Cl)cc3)cc2)cc1. RXN SMILES: [CH2:1]([CH2:2][CH2:3][CH3:4])[c:5]1[cH:6][cH:7][c:8]([C:11]#[C:12][c:13]2[cH:14][cH:15][c:16]([CH:17]=[O:18])[cH:19][cH:20]2)[cH:9][cH:10]1.[CH3:32][c:33]1[cH:34][cH:35][cH:36][cH:37][cH:38]1.[Cl:21][c:22]1[cH:23][cH:24][c:25]([CH2:28][CH2:29][NH2:30])[cH:26][cH:27]1.[OH2:31]>>[CH2:1]([CH2:2][CH2:3][CH3:4])[c:5]1[cH:6][cH:7][c:8]([C:11]#[C:12][c:13]2[cH:14][cH:15][c:16]([CH2:17][NH:30][CH2:29][CH2:28][c:25]3[cH:24][cH:23][c:22]([Cl:21])[cH:27][cH:26]3)[cH:19][cH:20]2)[cH:9][cH:10]1. The reactants are N1CC(CCC1)CN1CCC2=C(CC1=O)C=C(C(=C2)OC)OC (3-[(piperidin-3-yl)-methyl]-7,8-dimethoxy-2-oxo-1,3,4,5-tetrahydro-2H-3-benzazepine), ClCCC=1C2=C(SC1)C=CC=C2OC (3-(2-chloroethyl)-4-methoxy-benzo[b]thiophene). Yields the product Cl.COC1=CC=CC=2SC=C(C21)CCN2CC(CCC2)CN2CCC1=C(CC2=O)C=C(C(=C1)OC)OC (3-[(N-(2-(4-Methoxy-benzo[b]thien-3-yl)-ethyl)-piperidin-3-yl)-methyl]-7,8-dimethoxy-2-oxo-1,3,4,5-tetrahydro-2H-3-benzazepine-hydrochloride). Reaction SMILES: [NH:1]1[CH2:6][CH2:5][CH2:4][CH:3]([CH2:7][N:8]2[C:14](=[O:15])[CH2:13][C:12]3[CH:16]=[C:17]([O:22][CH3:23])[C:18]([O:20][CH3:21])=[CH:19][C:11]=3[CH2:10][CH2:9]2)[CH2:2]1.[Cl:24][CH2:25][CH2:26][C:27]1[C:28]2[C:35]([O:36][CH3:37])=[CH:34][CH:33]=[CH:32][C:29]=2[S:30][CH:31]=1>>[ClH:24].[CH3:37][O:36][C:35]1[C:28]2[C:27]([CH2:26][CH2:25][N:1]3[CH2:6][CH2:5][CH2:4][CH:3]([CH2:7][N:8]4[C:14](=[O:15])[CH2:13][C:12]5[CH:16]=[C:17]([O:22][CH3:23])[C:18]([O:20][CH3:21])=[CH:19][C:11]=5[CH2:10][CH2:9]4)[CH2:2]3)=[CH:31][S:30][C:29]=2[CH:32]=[CH:33][CH:34]=1 |f:2.3|. Procedure: Prepared from 3-[(piperidin-3-yl)-methyl]-7,8-dimethoxy-2-oxo-1,3,4,5-tetrahydro-2H-3-benzazepine and 3-(2-chloroethyl)-4-methoxy-benzo[b]thiophene analogously to Example 1. As a reaction SMILES: [CH3:17][N:18]1[CH2:19][CH2:20][NH:21][CH2:22][CH2:23]1.[CH3:24][CH:25]([OH:26])[CH2:27][CH3:28].[NH2:1][C:2]1=[N:8][c:7]2[c:6]([cH:12][cH:11][cH:10][cH:9]2)[NH:5][c:4]2[c:3]1[cH:15][c:14]([CH3:16])[s:13]2.[OH2:29]>>[N:1]1([C:2]2=[N:8][c:7]3[c:6]([cH:12][cH:11][cH:10][cH:9]3)[NH:5][c:4]3[c:3]2[cH:15][c:14]([CH3:16])[s:13]3)[CH2:20][CH2:19][N:18]([CH3:17])[CH2:23][CH2:22]1. Product: Cc1cc2c(s1)Nc1ccccc1N=C2N1CCN(C)CC1. The reactants are CN1CCNCC1, CCC(C)O, Cc1cc2c(s1)Nc1ccccc1N=C2N, O. The reactants are C(C)P(CC)CC(=O)OCC (ethyl diethylphosphinoacetate), C(CC)[C@@H]1CC[C@H](CC1)[C@@H]1CC[C@H](CC1)C=O (trans-4-(trans-4-propylcyclohexyl)-cyclohexanecarbaldehyde), [H-].[Na+] (sodium hydride), [H][H] (hydrogen). Run in C1CCOC1 (THF), O (water), C1CCOC1 (THF), C1CCOC1 (THF). Run at temperature -5 celsius. Product: C(CC)[C@@H]1CC[C@H](CC1)[C@@H]1CC[C@H](CC1)C=CC(=O)OCC (ethyl 3-(trans-4-(trans-4-propylcyclohexyl)cyclohexyl)propenoate). Isolated yield 46.7%. Reaction SMILES: [H-].[Na+].C(P([CH2:8][C:9]([O:11][CH2:12][CH3:13])=[O:10])CC)C.[H][H].[CH2:16]([C@H:19]1[CH2:24][CH2:23][C@H:22]([C@H:25]2[CH2:30][CH2:29][C@H:28]([CH:31]=O)[CH2:27][CH2:26]2)[CH2:21][CH2:20]1)[CH2:17][CH3:18]>C1COCC1.O>[CH2:16]([C@H:19]1[CH2:24][CH2:23][C@H:22]([C@H:25]2[CH2:26][CH2:27][C@H:28]([CH:31]=[CH:8][C:9]([O:11][CH2:12][CH3:13])=[O:10])[CH2:29][CH2:30]2)[CH2:21][CH2:20]1)[CH2:17][CH3:18] |f:0.1|. Procedure details: In a flask equipped with a stirrer, a thermometer and a dropping funnel, 3.36 g of sodium hydride was dissolved in 50 ml of THF under nitrogen atmosphere and the solution was cooled down to −5° C. with stirring. 30 ml of a THF solution of ethyl diethylphosphinoacetate (18.8 g) was added dropwise thereto, and the solution was further stirred for 2 hours. After observing hydrogen gas generation, 50 ml of a THF solution of trans-4-(trans-4-propylcyclohexyl)-cyclohexanecarbaldehyde (16.5 g) was adde...